This data is from the Open Reaction Database (ORD), a public repository of structured organic reaction records. The task is: describe an organic reaction: reactants, conditions, products, and yield The reactants are ClCl (chlorine), C22H21Cl2N5O3, ClC1=C(C(=O)O)C=CC(=C1)C(=O)NC(C)C1=NC2=C(N1)C=CC(=C2)Cl (rac.-2-chloro-4-{N-[1-(5-chloro-1H-benzimidazol-2-yl)ethyl]aminocarbonyl}benzoic acid), CN(C)C(=[N+](C)C)ON1C2=C(C=CC=C2)N=N1.[B-](F)(F)(F)F (TBTU), C(C)(C)N(CC)C(C)C (diisopropylethylamine), R-prolinamide, O1CCCC1 (tetrahydrofuran). Run in ClCCl.C(C)O (dichloromethane ethanol). The product is ClC1=CC2=C(NC(=N2)C(C)NC(C2=CC(=C(C=C2)C(=O)N2[C@H](CCC2)C(=O)N)Cl)=O)C=C1 (N-[(1R/S)-1-(5-chloro-1H-benzimidazol-2-yl)ethyl]-3-chloro-4-[(2R)-2-aminocarbonylpyrrolidin-1-ylcarbonyl]benzamide). Yield: 47.0%. RXN SMILES: [Cl:1][C:2]1[CH:10]=[C:9]([C:11]([NH:13][CH:14]([C:16]2[NH:20][C:19]3[CH:21]=[CH:22][C:23]([Cl:25])=[CH:24][C:18]=3[N:17]=2)[CH3:15])=[O:12])[CH:8]=[CH:7][C:3]=1[C:4]([OH:6])=O.CN(C(O[N:34]1N=[N:41][C:36]2C=[CH:38][CH:39]=[CH:40][C:35]1=2)=[N+](C)C)C.[B-](F)(F)(F)F.C(N(C(C)C)CC)(C)C.ClCl.[O:59]1CCCC1>ClCCl.C(O)C>[Cl:25][C:23]1[CH:22]=[CH:21][C:19]2[NH:20][C:16]([CH:14]([NH:13][C:11](=[O:12])[C:9]3[CH:8]=[CH:7][C:3]([C:4]([N:34]4[CH2:38][CH2:39][CH2:40][C@@H:35]4[C:36]([NH2:41])=[O:59])=[O:6])=[C:2]([Cl:1])[CH:10]=3)[CH3:15])=[N:17][C:18]=2[CH:24]=1 |f:1.2,6.7|. Reported procedure: Prepared analogously to Example 1g from rac.-2-chloro-4-{N-[1-(5-chloro-1H-benzimidazol-2-yl)ethyl]aminocarbonyl}benzoic acid, TBTU, diisopropylethylamine, and R-prolinamide in tetrahydrofuran. Yield: 47%; Rf value: 0.15 (silica gel; dichloromethane/ethanol=9:1); C22H21Cl2N5O3 (474.35); mass spectrum: (M+H)+=474/476/478 (chlorine isotope). The reactants are BrCCCS(=NC(C1=CN=CC(=C1)C#CC1=CC(=CC=C1)NC(=O)C=1OC=CC1C)=O)(C1=CC=CC=C1)=O (N-[(3-bromopropyl)(oxido)phenyl--sulfanylidene]-5-({3-[(3-methyl-2-furoyl)amino]phenyl}ethynyl)nicotinamide), C(C)NCC (diethylamine). The product is C(C)N(CCC[S@@](=NC(C1=CN=CC(=C1)C#CC1=CC(=CC=C1)NC(=O)C=1OC=CC1C)=O)(C1=CC=CC=C1)=O)CC ((S)-N-{[3-(diethylamino)propyl](oxido)phenyl--sulfanylidene}-5-({3-[(3-methyl-2-furoyl)amino]phenyl}ethynyl)nicotinamide). As a reaction SMILES: Br[CH2:2][CH2:3][CH2:4][S:5](=[O:38])([C:32]1[CH:37]=[CH:36][CH:35]=[CH:34][CH:33]=1)=[N:6][C:7](=[O:31])[C:8]1[CH:13]=[C:12]([C:14]#[C:15][C:16]2[CH:21]=[CH:20][CH:19]=[C:18]([NH:22][C:23]([C:25]3[O:26][CH:27]=[CH:28][C:29]=3[CH3:30])=[O:24])[CH:17]=2)[CH:11]=[N:10][CH:9]=1.[CH2:39]([NH:41][CH2:42][CH3:43])[CH3:40]>>[CH2:39]([N:41]([CH2:42][CH3:43])[CH2:2][CH2:3][CH2:4][S@:5](=[O:38])([C:32]1[CH:37]=[CH:36][CH:35]=[CH:34][CH:33]=1)=[N:6][C:7](=[O:31])[C:8]1[CH:13]=[C:12]([C:14]#[C:15][C:16]2[CH:21]=[CH:20][CH:19]=[C:18]([NH:22][C:23]([C:25]3[O:26][CH:27]=[CH:28][C:29]=3[CH3:30])=[O:24])[CH:17]=2)[CH:11]=[N:10][CH:9]=1)[CH3:40]. Reported procedure: In a manner similar to that described for Example 508, N-[(3-bromopropyl)(oxido)phenyl--sulfanylidene]-5-({3-[(3-methyl-2-furoyl)amino]phenyl}ethynyl)nicotinamide and diethylamine were converted to the title compound. Reactants: C(C)(C)(C)OC(=O)N1C(OC[C@@H]1C\C=C(/C)\C1=CC=CC=C1)(C)C ((4S)-2,2-dimethyl-4-((E)-3-phenyl-but-2-enyl)-oxazolidine-3-carboxylic acid tert-butyl ester), solution, Cl (hydrogen chloride). The solvent is O1CCOCC1 (dioxane), O1CCOCC1 (dioxane), C(C)(=O)OCC (ethyl acetate). Run at time 8 hour. Yields the product N[C@H](CO)C\C=C(/C)\C1=CC=CC=C1 ((E)-(2S)-2-Amino-5-phenyl-hex-4-en-1-ol). RXN SMILES: C(OC([N:8]1[C@@H:12]([CH2:13]/[CH:14]=[C:15](/[C:17]2[CH:22]=[CH:21][CH:20]=[CH:19][CH:18]=2)\[CH3:16])[CH2:11][O:10]C1(C)C)=O)(C)(C)C.Cl>O1CCOCC1.C(OCC)(=O)C>[NH2:8][C@@H:12]([CH2:13]/[CH:14]=[C:15](/[C:17]1[CH:18]=[CH:19][CH:20]=[CH:21][CH:22]=1)\[CH3:16])[CH2:11][OH:10]. Reported procedure: To a stirred solution of (4S)-2,2-dimethyl-4-((E)-3-phenyl-but-2-enyl)-oxazolidine-3-carboxylic acid tert-butyl ester (1.15 g) in dioxane (10 ml) at room temperature was added a 4 M solution of hydrogen chloride in dioxane (17.4 ml solution) and stirring was continued at room temperature overnight. The mixture was taken up in ethyl acetate and washed sequentially with aqueous sodium hydroxide solution (1 N), water and saturated brine. The organic layer was dried over Na2SO4 and concentrated in v... The reactants are CC[N+](CC)(CC)Cc1ccccc1, COc1ccc(CN2C(=O)C(C)=C(Br)C2=O)c(OC)c1, Cc1ccccc1, [Cl-], [Cs+], [F-], OB(O)c1ccc(C(F)(F)F)cc1. Yields the product COc1ccc(CN2C(=O)C(C)=C(c3ccc(C(F)(F)F)cc3)C2=O)c(OC)c1. RXN SMILES: [CH2:37]([N+:38]([CH2:39][CH3:40])([CH2:41][c:42]1[cH:43][cH:44][cH:45][cH:46][cH:47]1)[CH2:48][CH3:49])[CH3:50].[CH3:1][O:2][c:3]1[c:4]([CH2:11][N:12]2[C:13](=[O:20])[C:14]([Br:19])=[C:15]([CH3:18])[C:16]2=[O:17])[cH:5][cH:6][c:7]([O:9][CH3:10])[cH:8]1.[CH3:51][c:52]1[cH:53][cH:54][cH:55][cH:56][cH:57]1.[Cl-:36].[Cs+:35].[F-:34].[F:21][C:22]([c:23]1[cH:24][cH:25][c:26]([B:29]([OH:30])[OH:31])[cH:27][cH:28]1)([F:32])[F:33]>>[CH3:1][O:2][c:3]1[c:4]([CH2:11][N:12]2[C:13](=[O:20])[C:14]([c:26]3[cH:25][cH:24][c:23]([C:22]([F:21])([F:32])[F:33])[cH:28][cH:27]3)=[C:15]([CH3:18])[C:16]2=[O:17])[cH:5][cH:6][c:7]([O:9][CH3:10])[cH:8]1. The product is ClC1=C(C(=CC(=C1)C(F)(F)F)Cl)N1N=C(C(=C1CC)CO)CC ([1-(2,6-Dichloro-4-trifluoromethylphenyl)-3,5-diethyl-1H-pyrazol-4-yl]methanol). Procedure details: A solution of 8 g (20 mmol) of the compound of step B in 50 mL of tetrahydrofuran (THF) was treated at °C. with 44.1 mL of 1.5M diisobutylaluminum hydride in toluene solution over a period of 5 minutes. The reaction was stirred for 2 hours at °C. and was then cautiously quenched with water. The product was extracted into ethyl acetate and dried and evaporated to give the title compound in 46% yield. 1H-NMR (CDCl3) δ1.04 (3H, t, J=7), 1.26 (3H, t, J=7), 2.44 (2H, q, J=7), 2.70 (2H, q, J=7), 4.54 ... Yield: 46.0%. Reaction SMILES: [Cl:1][C:2]1[CH:7]=[C:6]([C:8]([F:11])([F:10])[F:9])[CH:5]=[C:4]([Cl:12])[C:3]=1[N:13]1[C:17]([CH2:18][CH3:19])=[C:16]([C:20](OC)=[O:21])[C:15]([CH2:24][CH3:25])=[N:14]1.[H-].C([Al+]CC(C)C)C(C)C>O1CCCC1.C1(C)C=CC=CC=1>[Cl:12][C:4]1[CH:5]=[C:6]([C:8]([F:10])([F:11])[F:9])[CH:7]=[C:2]([Cl:1])[C:3]=1[N:13]1[C:17]([CH2:18][CH3:19])=[C:16]([CH2:20][OH:21])[C:15]([CH2:24][CH3:25])=[N:14]1 |f:1.2|. The reactants are ClC1=C(C(=CC(=C1)C(F)(F)F)Cl)N1N=C(C(=C1CC)C(=O)OC)CC (Methyl 1-(2,6-dichloro-4-trifluoromethylphenyl)-3,5-diethylpyrazole-4-carboxylate), [H-].C(C(C)C)[Al+]CC(C)C (diisobutylaluminum hydride). Run at time 2 hour. Run in O1CCCC1 (tetrahydrofuran), C1(=CC=CC=C1)C (toluene). The reactants are CC(C)(C)OC(=O)N1CCCC1COCC(=O)O, CCN=C=NCCCN(C)C, CNC(=O)C(Cc1ccccc1)N(C)C(=O)C(Cc1ccc2ccccc2c1)NC, CCN(C(C)C)C(C)C, ClCCl, Cl, On1nnc2cccnc21. Product: CNC(=O)C(Cc1ccccc1)N(C)C(=O)C(Cc1ccc2ccccc2c1)N(C)C(=O)COCC1CCCN1C(=O)OC(C)(C)C. Reaction SMILES: [C:1]([CH3:2])([CH3:3])([CH3:4])[O:5][C:6](=[O:7])[N:8]1[CH:9]([CH2:13][O:14][CH2:15][C:16](=[O:17])[OH:18])[CH2:10][CH2:11][CH2:12]1.[CH2:30]([N:31]=[C:32]=[N:33][CH2:34][CH2:35][CH2:36][N:37]([CH3:38])[CH3:39])[CH3:40].[CH3:41][N:42]([C:43]([CH:44]([CH2:45][c:46]1[cH:47][c:48]2[cH:49][cH:50][cH:51][cH:52][c:53]2[cH:54][cH:55]1)[NH:56][CH3:57])=[O:58])[CH:59]([CH2:60][c:61]1[cH:62][cH:63][cH:64][cH:65][cH:66]1)[C:67]([NH:68][CH3:69])=[O:70].[CH:71]([N:72]([CH:73]([CH3:74])[CH3:75])[CH2:76][CH3:77])([CH3:78])[CH3:79].[Cl:80][CH2:81][Cl:82].[ClH:29].[OH:19][n:20]1[c:21]2[n:22][cH:23][cH:24][cH:25][c:26]2[n:27][n:28]1>>[C:1]([CH3:2])([CH3:3])([CH3:4])[O:5][C:6](=[O:7])[N:8]1[CH:9]([CH2:13][O:14][CH2:15][C:16](=[O:18])[N:56]([CH:44]([C:43]([N:42]([CH3:41])[CH:59]([CH2:60][c:61]2[cH:62][cH:63][cH:64][cH:65][cH:66]2)[C:67]([NH:68][CH3:69])=[O:70])=[O:58])[CH2:45][c:46]2[cH:47][c:48]3[cH:49][cH:50][cH:51][cH:52][c:53]3[cH:54][cH:55]2)[CH3:57])[CH2:10][CH2:11][CH2:12]1.